From a dataset of the Open Reaction Database (ORD), a public repository of structured organic reaction records. describe an organic reaction: reactants, conditions, products, and yield Starting materials: resultant mixture, C([O-])([O-])=O.[K+].[K+] (potassium carbonate), C(C1=CC=CC=C1)C1=C(C=CC(=C1)Cl)NC(C(F)(F)F)=O (N-(2-benzyl-4-chloro-phenyl)-2,2,2-trifluoro-acetamide), BrCC(=O)OC (methyl bromoacetate). The solvent is CN(C)C=O (DMF). Yields the product COC(CN(C(C(F)(F)F)=O)C1=C(C=C(C=C1)Cl)CC1=CC=CC=C1)=O ([(2-benzyl-4-chloro-phenyl)-(2,2,2-trifluoro-acetyl)-amino]-acetic acid methyl ester). Yield: 89.2%. As a reaction SMILES: C(=O)([O-])[O-].[K+].[K+].[CH2:7]([C:14]1[CH:19]=[C:18]([Cl:20])[CH:17]=[CH:16][C:15]=1[NH:21][C:22](=[O:27])[C:23]([F:26])([F:25])[F:24])[C:8]1[CH:13]=[CH:12][CH:11]=[CH:10][CH:9]=1.Br[CH2:29][C:30]([O:32][CH3:33])=[O:31]>CN(C=O)C>[CH3:33][O:32][C:30](=[O:31])[CH2:29][N:21]([C:15]1[CH:16]=[CH:17][C:18]([Cl:20])=[CH:19][C:14]=1[CH2:7][C:8]1[CH:9]=[CH:10][CH:11]=[CH:12][CH:13]=1)[C:22](=[O:27])[C:23]([F:26])([F:24])[F:25] |f:0.1.2|. Reported procedure: Powdered potassium carbonate (1.10 g, 7.97 mmol) is added to a stirred solution of N-(2-benzyl-4-chloro-phenyl)-2,2,2-trifluoro-acetamide (1.25 g, 3.98 mmol) and methyl bromoacetate (1.34 g, 8.76 mmol) in anhydrous DMF (5 mL). The resultant mixture is stirred at ambient temperature under nitrogen for 2 hours. After dilution with EtOAc (60 mL), the mixture is washed with water (25 mL×3), dried over MgSO4, filtered, concentrated and chromatographed on-silica (gradient 0-15% EtOAc in hexane) to giv... Yields the product C(#N)C1(CC1)NC(=O)C1N(CC(C1)S(=O)(=O)C1=C(C=C(C=C1)N1N=CC=C1)Cl)C=1N(N=C(C1)C)C1CCOCC1 (4-(2-Chloro-4-pyrazol-1-yl-benzenesulfonyl)-1-[5-methyl-2-(tetrahydro-pyran-4-yl)-2H-pyrazol-3-yl]-pyrrolidine-2-carboxylic acid (1-cyano-cyclopropyl)-amide). Procedure: In analogy to the procedure described in example 416, (2S,4R)-4-(2-chloro-4-fluorophenylsulfonyl)-N-(1-cyanocyclopropyl)-1-(3-methyl-1-(tetrahydro-2H-pyran-4-yl)-1H-pyrazol-5-yl)pyrrolidine-2-carboxamide (example 464d) was reacted with pyrazole (CAS Reg. No. 288-11-9) to give the title compound as colorless oil. MS (ESI): m/z=584.2 [M+H]+. RXN SMILES: [Cl:1][C:2]1[CH:7]=[C:6](F)[CH:5]=[CH:4][C:3]=1[S:9]([C@H:12]1[CH2:16][N:15]([C:17]2[N:21]([CH:22]3[CH2:27][CH2:26][O:25][CH2:24][CH2:23]3)[N:20]=[C:19]([CH3:28])[CH:18]=2)[C@H:14]([C:29]([NH:31][C:32]2([C:35]#[N:36])[CH2:34][CH2:33]2)=[O:30])[CH2:13]1)(=[O:11])=[O:10].[NH:37]1[CH:41]=[CH:40][CH:39]=[N:38]1>>[C:35]([C:32]1([NH:31][C:29]([CH:14]2[CH2:13][CH:12]([S:9]([C:3]3[CH:4]=[CH:5][C:6]([N:37]4[CH:41]=[CH:40][CH:39]=[N:38]4)=[CH:7][C:2]=3[Cl:1])(=[O:11])=[O:10])[CH2:16][N:15]2[C:17]2[N:21]([CH:22]3[CH2:27][CH2:26][O:25][CH2:24][CH2:23]3)[N:20]=[C:19]([CH3:28])[CH:18]=2)=[O:30])[CH2:34][CH2:33]1)#[N:36]. Reactants: ClC1=C(C=CC(=C1)F)S(=O)(=O)[C@@H]1C[C@H](N(C1)C1=CC(=NN1C1CCOCC1)C)C(=O)NC1(CC1)C#N ((2S,4R)-4-(2-chloro-4-fluorophenylsulfonyl)-N-(1-cyanocyclopropyl)-1-(3-methyl-1-(tetrahydro-2H-pyran-4-yl)-1H-pyrazol-5-yl)pyrrolidine-2-carboxamide), N1N=CC=C1 (pyrazole). Product: O=C1NC(=S)SC1=Cc1ccc(Oc2ccccc2)cc1. RXN SMILES: [CH3:24][C:25](=[O:26])[O-:27].[CH3:28][C:29](=[O:30])[OH:31].[Na+:23].[O:1]([c:2]1[cH:3][cH:4][cH:5][cH:6][cH:7]1)[c:8]1[cH:9][cH:10][c:11]([CH:12]=[O:13])[cH:14][cH:15]1.[OH2:32].[S:16]1[C:17](=[S:18])[NH:19][C:20](=[O:21])[CH2:22]1>>[O:1]([c:2]1[cH:3][cH:4][cH:5][cH:6][cH:7]1)[c:8]1[cH:9][cH:10][c:11]([CH:12]=[C:22]2[S:16][C:17](=[S:18])[NH:19][C:20]2=[O:21])[cH:14][cH:15]1. Starting materials: CC(=O)[O-], CC(=O)O, [Na+], O=Cc1ccc(Oc2ccccc2)cc1, O, O=C1CSC(=S)N1. The reactants are C1CCOC1, CC(C)[Mg+], O=Cc1ccc(C=O)c2ccccc12, [Cl-]. Product: CC(C)C(O)c1ccc(C=O)c2ccccc12. Reaction SMILES: [CH2:20]1[O:21][CH2:22][CH2:23][CH2:24]1.[CH:16]([CH3:17])([CH3:18])[Mg+:19].[CH:1](=[O:2])[c:3]1[cH:4][cH:5][c:6]([CH:13]=[O:14])[c:7]2[cH:8][cH:9][cH:10][cH:11][c:12]12.[Cl-:15]>>[CH:1]([OH:2])([c:3]1[cH:4][cH:5][c:6]([CH:13]=[O:14])[c:7]2[cH:8][cH:9][cH:10][cH:11][c:12]12)[CH:16]([CH3:17])[CH3:18].